From a dataset of the Open Reaction Database (ORD), a public repository of structured organic reaction records. describe an organic reaction: reactants, conditions, products, and yield Starting materials: C=CCOC(=O)N(Cc1cccc(-c2ccnc(NCCc3ccc(O)c(Cl)c3)n2)c1)C(C)(C)C, ClCCl, CN1C(=O)CC(=O)N(C)C1=O, CCN(C(C)C)C(C)C, c1ccc(P(c2ccccc2)(c2ccccc2)[Pd](P(c2ccccc2)(c2ccccc2)c2ccccc2)(P(c2ccccc2)(c2ccccc2)c2ccccc2)P(c2ccccc2)(c2ccccc2)c2ccccc2)cc1. The product is CC(C)(C)NCc1cccc(-c2ccnc(NCCc3ccc(O)c(Cl)c3)n2)c1. As a reaction SMILES: [CH2:1]([O:2][C:3](=[O:4])[N:6]([CH2:7][c:8]1[cH:9][c:10](-[c:14]2[n:15][c:16]([NH:20][CH2:21][CH2:22][c:23]3[cH:24][c:25]([Cl:30])[c:26]([OH:29])[cH:27][cH:28]3)[n:17][cH:18][cH:19]2)[cH:11][cH:12][cH:13]1)[C:31]([CH3:32])([CH3:33])[CH3:34])[CH:5]=[CH2:35].[CH2:56]([Cl:57])[Cl:58].[CH3:45][N:46]1[C:47](=[O:48])[CH2:49][C:50](=[O:51])[N:52]([CH3:53])[C:54]1=[O:55].[CH:36]([N:37]([CH:38]([CH3:39])[CH3:40])[CH2:41][CH3:42])([CH3:43])[CH3:44].[cH:59]1[cH:60][cH:61][c:62]([P:63]([Pd:64]([P:65]([c:66]2[cH:67][cH:68][cH:69][cH:70][cH:71]2)([c:72]2[cH:73][cH:74][cH:75][cH:76][cH:77]2)[c:78]2[cH:79][cH:80][cH:81][cH:82][cH:83]2)([P:84]([c:85]2[cH:86][cH:87][cH:88][cH:89][cH:90]2)([c:91]2[cH:92][cH:93][cH:94][cH:95][cH:96]2)[c:97]2[cH:98][cH:99][cH:100][cH:101][cH:102]2)[P:103]([c:104]2[cH:105][cH:106][cH:107][cH:108][cH:109]2)([c:110]2[cH:111][cH:112][cH:113][cH:114][cH:115]2)[c:116]2[cH:117][cH:118][cH:119][cH:120][cH:121]2)([c:122]2[cH:123][cH:124][cH:125][cH:126][cH:127]2)[c:128]2[cH:129][cH:130][cH:131][cH:132][cH:133]2)[cH:134][cH:135]1>>[NH:6]([CH2:7][c:8]1[cH:9][c:10](-[c:14]2[n:15][c:16]([NH:20][CH2:21][CH2:22][c:23]3[cH:24][c:25]([Cl:30])[c:26]([OH:29])[cH:27][cH:28]3)[n:17][cH:18][cH:19]2)[cH:11][cH:12][cH:13]1)[C:31]([CH3:32])([CH3:33])[CH3:34]. Starting materials: CCCc1cc(OC)c(OC)cc1OC, N#CC1=C(C#N)C(=O)C(Cl)=C(Cl)C1=O. Yields the product CC=Cc1cc(OC)c(OC)cc1OC. As a reaction SMILES: [CH3:1][O:2][c:3]1[c:4]([CH2:13][CH2:14][CH3:15])[cH:5][c:6]([O:11][CH3:12])[c:7]([O:9][CH3:10])[cH:8]1.[Cl:16][C:17]1=[C:28]([Cl:29])[C:26](=[O:27])[C:23]([C:24]#[N:25])=[C:20]([C:21]#[N:22])[C:18]1=[O:19]>>[CH3:1][O:2][c:3]1[c:4]([CH:13]=[CH:14][CH3:15])[cH:5][c:6]([O:11][CH3:12])[c:7]([O:9][CH3:10])[cH:8]1. Reported procedure: The crude 2-[3-(4-benzhydryl-piperazin-1-yl)-propyl]-isoindole-1,3-dione (930 mg) was dissolved in ethanol (2 ml), followed by the addition of hydrazine hydrate (large excess, 2-3 ml). The solution was stirred at room temperature overnight. The white solid was precipitated. The white solid was filtered off and washed with small amount of ethanol. The filtrates were combined and concentrated. The resulted residue was dissolved in toluene (100 ml). The solution was washed with water (3×15 ml) and ... RXN SMILES: [CH:1]([N:14]1[CH2:19][CH2:18][N:17]([CH2:20][CH2:21][CH2:22][N:23]2C(=O)C3C(=CC=CC=3)C2=O)[CH2:16][CH2:15]1)([C:8]1[CH:13]=[CH:12][CH:11]=[CH:10][CH:9]=1)[C:2]1[CH:7]=[CH:6][CH:5]=[CH:4][CH:3]=1.O.NN>C(O)C>[CH:1]([N:14]1[CH2:15][CH2:16][N:17]([CH2:20][CH2:21][CH2:22][NH2:23])[CH2:18][CH2:19]1)([C:2]1[CH:7]=[CH:6][CH:5]=[CH:4][CH:3]=1)[C:8]1[CH:13]=[CH:12][CH:11]=[CH:10][CH:9]=1 |f:1.2|. Yields the product crude product, C(C1=CC=CC=C1)(C1=CC=CC=C1)N1CCN(CC1)CCCN (3-(4-benzhydryl-piperazin-1-yl)-propylamine). Run at time 8 hour. Solvent: C(C)O (ethanol). Starting materials: C(C1=CC=CC=C1)(C1=CC=CC=C1)N1CCN(CC1)CCCN1C(C2=CC=CC=C2C1=O)=O (2-[3-(4-benzhydryl-piperazin-1-yl)-propyl]-isoindole-1,3-dione), O.NN (hydrazine hydrate). Yield: 42.7%. Reactants: COC(N(C1=C2C(=C(N=C1)C)OC(OC2)(C)C)CC2=CC=C(C=C2)C#N)=O ((4-Cyano-benzyl)-(2,2,8-trimethyl-4H-[1,3]dioxino[4,5-c]pyridin-5-yl)-carbamic acid methyl ester), C(=O)O (formic acid). The solvent is C(C)O (ethyl alcohol). The product is OC1=C(N=CC=2N(C(OCC21)=O)CC2=CC=C(C#N)C=C2)C (4-(5-Hydroxy-6-methyl-2-oxo-4H-pyrido[3,4-d][1,3]oxazin-1-ylmethyl)-benzonitrile). Isolated yield 68.2%. RXN SMILES: C[O:2][C:3](=O)[N:4]([CH2:18][C:19]1[CH:24]=[CH:23][C:22]([C:25]#[N:26])=[CH:21][CH:20]=1)[C:5]1[CH:10]=[N:9][C:8]([CH3:11])=[C:7]2[O:12]C(C)(C)[O:14][CH2:15][C:6]=12.C(O)=O>C(O)C>[OH:12][C:7]1[C:6]2[CH2:15][O:14][C:3](=[O:2])[N:4]([CH2:18][C:19]3[CH:24]=[CH:23][C:22]([C:25]#[N:26])=[CH:21][CH:20]=3)[C:5]=2[CH:10]=[N:9][C:8]=1[CH3:11]. Reported procedure: The hydrolysis of (4-cyano-benzyl)-(2,2,8-trimethyl-4H-[1,3]dioxino[4,5-c]pyridin-5-yl)-carbamic acid methyl ester (81) (5.1 g, 13.9 mmol) and subsequent cyclization was achieved by heating 81 in a 1:1 mixture of aqueous formic acid (20%) and ethyl alcohol at 80° C. for 2 hours. The evaporation of solvent, followed by the addition of water precipitated the product 4-(5-hydroxy-6-methyl-2-oxo-4H-pyrido[3,4-d][1,3]oxazin-1-ylmethyl)-benzonitrile (82) (2.8 g, 74% yield).